Task: describe an organic reaction: reactants, conditions, products, and yield. Dataset: the Open Reaction Database (ORD), a public repository of structured organic reaction records The reactants are CC(C)(C)c1cc(NC(=O)Nc2cccc(Cl)c2Cl)n(-c2ccc3c(c2)C(=S)NCC3)n1, N, C1COCCO1, O. The product is CC(C)(C)c1cc(NC(=O)Nc2cccc(Cl)c2Cl)n(-c2ccc3c(c2)C(N)=NCC3)n1. RXN SMILES: [C:1]([CH3:2])([CH3:3])([CH3:4])[c:5]1[n:6][n:7](-[c:22]2[cH:23][cH:24][c:25]3[c:30]([cH:31]2)[C:29](=[S:32])[NH:28][CH2:27][CH2:26]3)[c:8]([NH:10][C:11](=[O:12])[NH:13][c:14]2[c:15]([Cl:21])[c:16]([Cl:20])[cH:17][cH:18][cH:19]2)[cH:9]1.[NH3:34].[O:35]1[CH2:36][CH2:37][O:38][CH2:39][CH2:40]1.[OH2:33]>>[C:1]([CH3:2])([CH3:3])([CH3:4])[c:5]1[n:6][n:7](-[c:22]2[cH:23][cH:24][c:25]3[c:30]([cH:31]2)[C:29]([NH2:34])=[N:28][CH2:27][CH2:26]3)[c:8]([NH:10][C:11](=[O:12])[NH:13][c:14]2[c:15]([Cl:21])[c:16]([Cl:20])[cH:17][cH:18][cH:19]2)[cH:9]1. The reactants are C(=O)C=C (acrolein), [OH-].[Na+] (NaOH), C=C (ethylene), [OH-].[Na+] (NaOH), C(C=C)(=O)OC (methyl acrylate), C(C=C)(=O)OC (MA). The product is C(=O)OC (methyl formate), C(C=C)(=O)OC (MA). RXN SMILES: [OH-].[Na+].[C:3]([O:7][CH3:8])(=[O:6])[CH:4]=[CH2:5].C(C=C)=O.C=C>>[CH:3]([O:7][CH3:8])=[O:6].[C:3]([O:7][CH3:8])(=[O:6])[CH:4]=[CH2:5] |f:0.1|. Procedure details: 200 g of the activated catalyst was charged in an agitation type reactor which had the same volume for a liquid phase as that of the bubble column reactor as used in Example 49. A 36.7% by weight solution of acrolein in methanol, in which lead acetate had been dissolved so that the lead concentration of the resultant reaction system became 50 ppm by weight, and a 2 to 4% by weight solution of NaOH in methanol were continuously fed to the reactor at 0.54 liter/hr and at 0.06 liter/hr, respectivel... Starting materials: OBO, Brc1ccccc1, Cc1cc(-c2ccc(Cl)cc2)nc(Cl)n1. Yields the product Cc1cc(-c2ccc(Cl)cc2)nc(-c2cccc(Br)c2)n1. RXN SMILES: [BH:16]([OH:17])[OH:18].[Br:19][c:20]1[cH:21][cH:22][cH:23][cH:24][cH:25]1.[Cl:1][c:2]1[n:3][c:4]([CH3:15])[cH:5][c:6](-[c:8]2[cH:9][cH:10][c:11]([Cl:14])[cH:12][cH:13]2)[n:7]1>>[c:2]1(-[c:24]2[cH:23][cH:22][cH:21][c:20]([Br:19])[cH:25]2)[n:3][c:4]([CH3:15])[cH:5][c:6](-[c:8]2[cH:9][cH:10][c:11]([Cl:14])[cH:12][cH:13]2)[n:7]1. The reactants are BrC1=C(N(C)C)C=CC=C1 (2-bromo-N,N-dimethylaniline), C1(CCCCC1)P(C1=C(C=CC=C1)C1=C(C=C(C=C1C(C)C)C(C)C)C(C)C)C1CCCCC1 (2-dicyclohexylphosphino-2′,4′,6′-triisopropylbiphenyl), NC1=C(C(=O)OC(C)(C)C)C=CC(=C1)CCC1=CC=CC=C1 (tert-butyl 2-amino-4-phenethylbenzoate), C([O-])([O-])=O.[Cs+].[Cs+] (cesium carbonate), C1(CCCCC1)P(C1=C(C=CC=C1)C1=C(C=C(C=C1C(C)C)C(C)C)C(C)C)C1CCCCC1 (2-Dicyclohexylphosphino-2′,4′,6′-triisopropylbiphenyl), C([O-])([O-])=O.[Cs+].[Cs+] (Cesium carbonate), BrC1=C(N(C)C)C=CC=C1 (2-bromo-N,N-dimethylaniline), C1(CCCCC1)P(C1=C(C=CC=C1)C1=C(C=C(C=C1C(C)C)C(C)C)C(C)C)C1CCCCC1 (2-dicyclohexylphosphino-2′,4′,6′-triisopropylbiphenyl), C(CC(O)(C(=O)O)CC(=O)O)(=O)O (citric acid). Reagents/catalysts: C=1C=CC(=CC1)/C=C/C(=O)/C=C/C2=CC=CC=C2.C=1C=CC(=CC1)/C=C/C(=O)/C=C/C2=CC=CC=C2.C=1C=CC(=CC1)/C=C/C(=O)/C=C/C2=CC=CC=C2.[Pd].[Pd] (tris(dibenzylideneacetone)dipalladium(0)), C(C)(=O)[O-].[Pd+2].C(C)(=O)[O-] (palladium acetate), C=1C=CC(=CC1)/C=C/C(=O)/C=C/C2=CC=CC=C2.C=1C=CC(=CC1)/C=C/C(=O)/C=C/C2=CC=CC=C2.C=1C=CC(=CC1)/C=C/C(=O)/C=C/C2=CC=CC=C2.[Pd].[Pd] (tris(dibenzylideneacetone)dipalladium(0)), C(C)(=O)[O-].[Pd+2].C(C)(=O)[O-] (palladium acetate), C=1C=CC(=CC1)/C=C/C(=O)/C=C/C2=CC=CC=C2.C=1C=CC(=CC1)/C=C/C(=O)/C=C/C2=CC=CC=C2.C=1C=CC(=CC1)/C=C/C(=O)/C=C/C2=CC=CC=C2.[Pd].[Pd] (tris(dibenzylideneacetone)dipalladium(0)), C(C)(=O)[O-].[Pd+2].C(C)(=O)[O-] (palladium acetate). Solvent: C1(=CC=CC=C1)C (toluene), C(C)(=O)OCC (ethyl acetate). Reaction conditions: temperature 110 celsius, time 24 hour. Product: CN(C1=C(C=CC=C1)NC1=C(C(=O)OC(C)(C)C)C=CC(=C1)CCC1=CC=CC=C1)C (tert-butyl 2-((2-(dimethylamino)phenyl)amino)-4-phenethylbenzoate). Reaction SMILES: [NH2:1][C:2]1[CH:14]=[C:13]([CH2:15][CH2:16][C:17]2[CH:22]=[CH:21][CH:20]=[CH:19][CH:18]=2)[CH:12]=[CH:11][C:3]=1[C:4]([O:6][C:7]([CH3:10])([CH3:9])[CH3:8])=[O:5].C(=O)([O-])[O-].[Cs+].[Cs+].Br[C:30]1[CH:38]=[CH:37][CH:36]=[CH:35][C:31]=1[N:32]([CH3:34])[CH3:33].C1(P(C2CCCCC2)C2C=CC=CC=2C2C(C(C)C)=CC(C(C)C)=CC=2C(C)C)CCCCC1.C(O)(=O)CC(CC(O)=O)(C(O)=O)O>C1C=CC(/C=C/C(/C=C/C2C=CC=CC=2)=O)=CC=1.C1C=CC(/C=C/C(/C=C/C2C=CC=CC=2)=O)=CC=1.C1C=CC(/C=C/C(/C=C/C2C=CC=CC=2)=O)=CC=1.[Pd].[Pd].C([O-])(=O)C.[Pd+2].C([O-])(=O)C.C(OCC)(=O)C.C1(C)C=CC=CC=1>[CH3:33][N:32]([CH3:34])[C:31]1[CH:35]=[CH:36][CH:37]=[CH:38][C:30]=1[NH:1][C:2]1[CH:14]=[C:13]([CH2:15][CH2:16][C:17]2[CH:18]=[CH:19][CH:20]=[CH:21][CH:22]=2)[CH:12]=[CH:11][C:3]=1[C:4]([O:6][C:7]([CH3:10])([CH3:9])[CH3:8])=[O:5] |f:1.2.3,7.8.9.10.11,12.13.14|. Procedure: To toluene 3.0 mL suspension of tert-butyl 2-amino-4-phenethylbenzoate 0.12 g and cesium carbonate 0.33 g were added 2-bromo-N,N-dimethylaniline 0.16 g, 2-dicyclohexylphosphino-2′,4′,6′-triisopropylbiphenyl 9.6 mg, tris(dibenzylideneacetone)dipalladium(0) 3.7 mg and palladium acetate 1.8 mg at room temperature, and it was stirred at 110° C. for 24 hours. 2-Dicyclohexylphosphino-2′,4′,6′-triisopropylbiphenyl 9.6 mg, tris(dibenzylideneacetone)dipalladium(0) 3.7 mg and palladium acetate 1.8 mg were... Reactants: CCOC(=O)C(C)(F)CS(=O)(=O)c1ccc(C)cc1, [Li]C, I[Cu]I. Yields the product CCOC(=O)C(C)(F)CC. As a reaction SMILES: [CH2:3]([CH3:4])[O:5][C:6]([C:7]([CH2:8][S:9]([c:10]1[cH:11][cH:12][c:13]([CH3:14])[cH:15][cH:16]1)(=[O:17])=[O:18])([CH3:19])[F:20])=[O:21].[CH3:1][Li:2].[Cu:22]([I:23])[I:24]>>[CH3:1][CH2:8][C:7]([C:6]([O:5][CH2:3][CH3:4])=[O:21])([CH3:19])[F:20].